This data is from the Open Reaction Database (ORD), a public repository of structured organic reaction records. The task is: describe an organic reaction: reactants, conditions, products, and yield Reactants: Cl.CN(CCCN=C=NCC)C (1-[3-(dimethylamino)propyl]-3-ethylcarbodiimide hydrochloride), glass, C(C)(C)(C)C1=CC=C(/C=C/C(=O)O)C=C1 (4-tert-butyl-trans-cinnamic acid), NC1=CC=CC=C1 (aniline), C(Cl)Cl (CH2Cl2). Solvent: CCOC(=O)C (EtOAc). Conditions: temperature 25 celsius, time 24 hour. The product is C(C)(C)(C)C1=CC=C(C=C1)/C=C/C(=O)NC1=CC=CC=C1 ((2E)-3-[4-(tert-Butyl)phenyl]-N-phenylprop-2-enamide). Reaction SMILES: [C:1]([C:5]1[CH:15]=[CH:14][C:8](/[CH:9]=[CH:10]/[C:11]([OH:13])=O)=[CH:7][CH:6]=1)([CH3:4])([CH3:3])[CH3:2].C(Cl)Cl.Cl.CN(C)CCCN=C=NCC.[NH2:31][C:32]1[CH:37]=[CH:36][CH:35]=[CH:34][CH:33]=1>CCOC(C)=O>[C:1]([C:5]1[CH:6]=[CH:7][C:8](/[CH:9]=[CH:10]/[C:11]([NH:31][C:32]2[CH:37]=[CH:36][CH:35]=[CH:34][CH:33]=2)=[O:13])=[CH:14][CH:15]=1)([CH3:2])([CH3:3])[CH3:4] |f:2.3|. Reported procedure: To a 10 mL glass vial was added 4-tert-butyl-trans-cinnamic acid (200 mg, 0.98 mmol, EMKA-Chemie) followed by CH2Cl2 (5 mL), 1-[3-(dimethylamino)propyl]-3-ethylcarbodiimide hydrochloride (225 mg, 1.17 mmol, Bachem) and aniline (98 uL, 100 mg, 1.08 mmol, Aldrich). The reaction mixture was magnetically stirred at 25° C. for 24 h. EtOAc was added (60 mL) and the mixture washed successively with 1 N NaOH (2×20 mL), 1 N HCl (20 mL), water (20 mL) and satd NaCl (20 mL), dried over MgSO4, filtered and ... Reactants: 15, Cl (hydrochloric acid), C1=CC2=C3C(=CC=C4C5=CC=CC6=CC=CC(C1=C34)=C56)C(=O)OC2=O (perylene-3,4-dicarboxylic anhydride), NC(CCCCCC)CCCCCC (7-aminotridecane), N1C=NC=C1 (imidazole). The reagents and catalysts are O.O.C(C)(=O)[O-].[Zn+2].C(C)(=O)[O-] (zinc acetate dihydrate). Solvent: C(C)O (ethanol), C(C)O (ethanol). Product: C(CCCCC)C(CCCCCC)N1C(=O)C=2C=CC=3C=4C=CC=C5C=CC=C(C6=CC=C(C2C63)C1=O)C54 (N-(1-Hexylheptyl)perylene-3,4-dicarboximide). Reaction SMILES: [CH:1]1[C:18]2=[C:19]3[C:8]([C:9]4[C:20]5[C:13](=[CH:14][CH:15]=[CH:16][C:17]2=5)[CH:12]=[CH:11][CH:10]=4)=[CH:7][CH:6]=[C:5]2[C:21]([O:23][C:24](=O)[C:3](=[C:4]23)[CH:2]=1)=[O:22].[NH2:26][CH:27]([CH2:34][CH2:35][CH2:36][CH2:37][CH2:38][CH3:39])[CH2:28][CH2:29][CH2:30][CH2:31][CH2:32][CH3:33].N1C=CN=C1.Cl>O.O.C([O-])(=O)C.[Zn+2].C([O-])(=O)C.C(O)C>[CH2:28]([CH:27]([N:26]1[C:21](=[O:22])[C:5]2[C:4]3[C:19]4[C:8](=[CH:7][CH:6]=2)[C:9]2[C:20]5[C:13]([CH:12]=[CH:11][CH:10]=2)=[CH:14][CH:15]=[CH:16][C:17]=5[C:18]=4[CH:1]=[CH:2][C:3]=3[C:24]1=[O:23])[CH2:34][CH2:35][CH2:36][CH2:37][CH2:38][CH3:39])[CH2:29][CH2:30][CH2:31][CH2:32][CH3:33] |f:4.5.6.7.8|. Procedure details: 200 mg (620 mmol) of perylene-3,4-dicarboxylic anhydride (prepared according to Example 20, below) are heated together with 250 mg (0.12 mmol) of 7-aminotridecane, 110 mg of zinc acetate dihydrate and 1.2 g of imidazole under an argon inert atmosphere at 135°-140° C. for 1 h. After cooling, the dark-red melt cake is digested with 100 ml of ethanol, and 100 ml of 15 per cent hydrochloric acid are added to the resulting suspension, and the mixture is boiled until all the ethanol has evaporated (th... Starting materials: C(C)(=O)OCC (Ethyl acetate), CCN(C(C)C)C(C)C (DIPEA), S(=O)(=O)(C1=CC=C(C)C=C1)Cl (tosyl chloride), NC=1C2=C(N=CN1)N(C=C2C#CC2=CC(=CC(=C2)OC)OC)[C@H]2C[C@H](N(C2)C(=O)OC(C)(C)C)C(=O)NNC(CN(C)C)=O ((2S,4S)-tert-butyl 4-(4-amino-5-((3,5-dimethoxyphenyl)ethynyl)-7H-pyrrolo[2,3-d]pyrimidin-7-yl)-2-(2-(2-(dimethylamino)acetyl)hydrazine carbonyl)pyrrolidine-1-carboxylate). The solvent is O (water), C(C)#N (acetonitrile). Product: NC=1C2=C(N=CN1)N(C=C2C#CC2=CC(=CC(=C2)OC)OC)[C@H]2C[C@H](N(C2)C(=O)OC(C)(C)C)C=2OC(=NN2)CN(C)C ((2S,4S)-tert-butyl 4-(4-amino-5-((3,5-dimethoxyphenyl)ethynyl)-7H-pyrrolo[2,3-d]pyrimidin-7-yl)-2-(5-((dimethylamino)methyl)-1,3,4-oxadiazole-2-yl)pyrrolidine-1-carboxylate). Reported procedure: DIPEA (105 μl) and tosyl chloride (56 mg) were added to a solution of (2S,4S)-tert-butyl 4-(4-amino-5-((3,5-dimethoxyphenyl)ethynyl)-7H-pyrrolo[2,3-d]pyrimidin-7-yl)-2-(2-(2-(dimethylamino)acetyl)hydrazine carbonyl)pyrrolidine-1-carboxylate (100 mg) obtained in Step 1 in acetonitrile (3 ml), and the mixture was stirred at 40° C. for 1 hour. Ethyl acetate and water were added to the reaction mixture to separate the organic layer. The organic layer was dried over anhydrous magnesium sulfate, and t... Conditions: temperature 40 celsius, time 1 hour. As a reaction SMILES: CCN(C(C)C)C(C)C.S(Cl)(C1C=CC(C)=CC=1)(=O)=O.[NH2:21][C:22]1[C:23]2[C:30]([C:31]#[C:32][C:33]3[CH:38]=[C:37]([O:39][CH3:40])[CH:36]=[C:35]([O:41][CH3:42])[CH:34]=3)=[CH:29][N:28]([C@@H:43]3[CH2:47][N:46]([C:48]([O:50][C:51]([CH3:54])([CH3:53])[CH3:52])=[O:49])[C@H:45]([C:55]([NH:57][NH:58][C:59](=O)[CH2:60][N:61]([CH3:63])[CH3:62])=[O:56])[CH2:44]3)[C:24]=2[N:25]=[CH:26][N:27]=1.C(OCC)(=O)C>C(#N)C.O>[NH2:21][C:22]1[C:23]2[C:30]([C:31]#[C:32][C:33]3[CH:34]=[C:35]([O:41][CH3:42])[CH:36]=[C:37]([O:39][CH3:40])[CH:38]=3)=[CH:29][N:28]([C@@H:43]3[CH2:47][N:46]([C:48]([O:50][C:51]([CH3:52])([CH3:53])[CH3:54])=[O:49])[C@H:45]([C:55]4[O:56][C:59]([CH2:60][N:61]([CH3:63])[CH3:62])=[N:58][N:57]=4)[CH2:44]3)[C:24]=2[N:25]=[CH:26][N:27]=1. Reactants: OCCC[C@H](C=1OC(=C(N1)C1=CC=CC=C1)C1=CC=CC=C1)N[C@@H]1CCCC2=C(C=CC=C12)O[Si](C1=CC=CC=C1)(C1=CC=CC=C1)C(C)(C)C ((1R)-1-[[(1R)-4-hydroxy-1-(4,5-diphenyloxazol-2-yl)butyl]amino]-5-tert-butyldiphenylsilyloxy-1,2,3,4-tetrahydronaphthalene), O=S(Cl)Cl (SOCl2). Run in C(Cl)Cl (CH2Cl2). Reaction conditions: time 12 hour. The product is C1(=CC=CC=C1)C=1N=C(OC1C1=CC=CC=C1)[C@@H]1N(CCC1)[C@@H]1CCCC2=C(C=CC=C12)O[Si](C1=CC=CC=C1)(C1=CC=CC=C1)C(C)(C)C ((1R)-1-[(2R)-2-(4,5-diphenyloxazol-2-yl)pyrrolidin-1-yl]-5-tert-butyldiphenylsilyloxy-1,2,3,4-tetrahydronaphthalene). Isolated yield 48.2%. Reaction SMILES: O[CH2:2][CH2:3][CH2:4][C@@H:5]([NH:23][C@H:24]1[C:33]2[C:28](=[C:29]([O:34][Si:35]([C:48]([CH3:51])([CH3:50])[CH3:49])([C:42]3[CH:47]=[CH:46][CH:45]=[CH:44][CH:43]=3)[C:36]3[CH:41]=[CH:40][CH:39]=[CH:38][CH:37]=3)[CH:30]=[CH:31][CH:32]=2)[CH2:27][CH2:26][CH2:25]1)[C:6]1[O:7][C:8]([C:17]2[CH:22]=[CH:21][CH:20]=[CH:19][CH:18]=2)=[C:9]([C:11]2[CH:16]=[CH:15][CH:14]=[CH:13][CH:12]=2)[N:10]=1.O=S(Cl)Cl>C(Cl)Cl>[C:11]1([C:9]2[N:10]=[C:6]([C@H:5]3[CH2:4][CH2:3][CH2:2][N:23]3[C@H:24]3[C:33]4[C:28](=[C:29]([O:34][Si:35]([C:48]([CH3:51])([CH3:50])[CH3:49])([C:42]5[CH:47]=[CH:46][CH:45]=[CH:44][CH:43]=5)[C:36]5[CH:37]=[CH:38][CH:39]=[CH:40][CH:41]=5)[CH:30]=[CH:31][CH:32]=4)[CH2:27][CH2:26][CH2:25]3)[O:7][C:8]=2[C:17]2[CH:22]=[CH:21][CH:20]=[CH:19][CH:18]=2)[CH:12]=[CH:13][CH:14]=[CH:15][CH:16]=1. Reported procedure: To a solution of (1R)-1-[[(1R)-4-hydroxy-1-(4,5-diphenyloxazol-2-yl)butyl]amino]-5-tert-butyldiphenylsilyloxy-1,2,3,4-tetrahydronaphthalene (2.6 g) in CH2Cl2 (50 ml) was added SOCl2 (3 ml). After being stirred for 12 hours, the solvent was removed. The residue was dissolved in N,N-dimethylformamide (DMF) (15 ml) and K2CO3 (2 g) was added to the solution. After being stirred for 4 hours at the room temperature, the solution was poured into the mixture of ethyl acetate and water. The organic layer... Reactants: C1CCOC1, Cc1cc(C(O)CO)ccc1-c1noc(-c2ccc(OC(C)C)c(C(F)(F)F)c2)n1, [O-][I+3]([O-])([O-])[O-], [Na+], O. Product: Cc1cc(C=O)ccc1-c1noc(-c2ccc(OC(C)C)c(C(F)(F)F)c2)n1. As a reaction SMILES: [CH2:37]1[O:38][CH2:39][CH2:40][CH2:41]1.[CH:1]([CH3:2])([CH3:3])[O:4][c:5]1[c:6]([C:27]([F:28])([F:29])[F:30])[cH:7][c:8](-[c:11]2[n:12][c:13](-[c:16]3[c:17]([CH3:26])[cH:18][c:19]([CH:22]([CH2:23][OH:24])[OH:25])[cH:20][cH:21]3)[n:14][o:15]2)[cH:9][cH:10]1.[I+3:31]([O-:32])([O-:33])([O-:34])[O-:35].[Na+:36].[OH2:42]>>[CH:1]([CH3:2])([CH3:3])[O:4][c:5]1[c:6]([C:27]([F:28])([F:29])[F:30])[cH:7][c:8](-[c:11]2[n:12][c:13](-[c:16]3[c:17]([CH3:26])[cH:18][c:19]([CH:22]=[O:25])[cH:20][cH:21]3)[n:14][o:15]2)[cH:9][cH:10]1. Reactants: CCO, COc1cccc2cc(C#N)ccc12, Cl, [K+], [OH-], O. Product: COc1cccc2cc(C(=O)O)ccc12. Reaction SMILES: [CH3:19][CH2:20][OH:21].[CH3:1][O:2][c:3]1[c:4]2[cH:5][cH:6][c:7]([C:13]#[N:14])[cH:8][c:9]2[cH:10][cH:11][cH:12]1.[ClH:17].[K+:16].[OH-:15].[OH2:18]>>[CH3:1][O:2][c:3]1[c:4]2[cH:5][cH:6][c:7]([C:13](=[O:15])[OH:18])[cH:8][c:9]2[cH:10][cH:11][cH:12]1. Starting materials: NC=1N=C(C2=C(N1)SC=C2C(=O)OCC)N2CCNCC2 (2-Amino-5-(ethoxycarbonyl)-4-(piperazin-1-yl)thieno[2,3-d]pyrimidine), COC1=CC=C(C=C1)N=C=O (4-methoxyphenyl isocyanate). Solvent: ClCCl (dichloromethane), C(C)#N (acetonitrile). Reaction conditions: time 8 hour. The product is NC=1N=C(C2=C(N1)SC=C2C(=O)OCC)N2CCN(CC2)C(=O)NC2=CC=C(C=C2)OC (4-[2-Amino-5-(ethoxycarbonyl)thieno[2,3-d]pyrimidin-4-yl]-N-(4-methoxyphenyl)-piperazine-1-carboxamide). Isolated yield 58.1%. As a reaction SMILES: [NH2:1][C:2]1[N:3]=[C:4]([N:16]2[CH2:21][CH2:20][NH:19][CH2:18][CH2:17]2)[C:5]2[C:10]([C:11]([O:13][CH2:14][CH3:15])=[O:12])=[CH:9][S:8][C:6]=2[N:7]=1.[CH3:22][O:23][C:24]1[CH:29]=[CH:28][C:27]([N:30]=[C:31]=[O:32])=[CH:26][CH:25]=1>ClCCl.C(#N)C>[NH2:1][C:2]1[N:3]=[C:4]([N:16]2[CH2:21][CH2:20][N:19]([C:31]([NH:30][C:27]3[CH:28]=[CH:29][C:24]([O:23][CH3:22])=[CH:25][CH:26]=3)=[O:32])[CH2:18][CH2:17]2)[C:5]2[C:10]([C:11]([O:13][CH2:14][CH3:15])=[O:12])=[CH:9][S:8][C:6]=2[N:7]=1. Procedure details: To a solution of Example 20 (70 mg, 0.23 mmol) in dichloromethane (2 mL) and acetonitrile (2 mL) was added 4-methoxyphenyl isocyanate (31 μL, 0.24 mmol). The reaction mixture was stirred overnight. The solvents were evaporated in vacuo and the crude residue was purified by flash chromatography, the mobile phase being a mixture of methanol and dichloromethane (in a ratio gradually increasing from 1% to 3% methanol in dichloromethane), yielding the title compound (61 mg) as a white powder. 13C NMR...